Dataset: the Open Reaction Database (ORD), a public repository of structured organic reaction records. Task: describe an organic reaction: reactants, conditions, products, and yield Starting materials: C(C)(C)(C)OC(=O)N1CCC(CC1)N1N=CC(=C1)C=1C=C2C(=NC1)N(C=C2CC=2C(=NC(=CC2)NCC=2C(=NC=C(C2)F)OC)F)S(=O)(=O)C2=CC=CC=C2 (4-[4-(1-benzenesulfonyl-3-{2-fluoro-6-[(5-fluoro-2-methoxy-pyridin-3-ylmethyl)-amino]-pyridin-3-ylmethyl}-1H-pyrrolo[2,3-b]pyridin-5-yl)-pyrazol-1-yl]-piperidine-1-carboxylic acid tert-butyl ester), [OH-].[K+] (potassium hydroxide), C(C)(C)(C)OC(=O)N1CCC(CC1)N1N=CC(=C1)C=1C=C2C(=NC1)NC=C2CC=2C(=NC(=CC2)NCC=2C(=NC=C(C2)F)OC)F (4-[4-(3-{2-fluoro-6-[(5-fluoro-2-methoxy-pyridin-3-ylmethyl)-amino]-pyridin-3-ylmethyl}-1H-pyrrolo[2,3-b]pyridin-5-yl)-pyrazol-1-yl]-piperidine-1-carboxylic acid tert-butyl ester), FC(C(=O)O)(F)F (trifluoroacetic acid), C(CC(O)(C(=O)O)CC(=O)O)(=O)O (citric acid), C([O-])(O)=O.[Na+] (sodium bicarbonate). Solvent: CO (methanol), ClCCl (dichloromethane). Reaction conditions: temperature 50 celsius, time 2 hour. Product: FC=1C=C(C(=NC1)OC)CNC1=NC(=C(C=C1)CC1=CNC2=NC=C(C=C21)C=2C=NN(C2)C2CCNCC2)F ((5-fluoro-2-methoxy-pyridin-3-ylmethyl)-{6-fluoro-5-[5-(1-piperidin-4-yl-1H-pyrazol-4-yl)-1H-pyrrolo[2,3-b]pyridin-3-ylmethyl]-pyridin-2-yl}-amine). Isolated yield 78.4%. As a reaction SMILES: C(OC([N:8]1[CH2:13][CH2:12][CH:11]([N:14]2[CH:18]=[C:17]([C:19]3[CH:20]=[C:21]4[C:27]([CH2:28][C:29]5[C:30]([F:46])=[N:31][C:32]([NH:35][CH2:36][C:37]6[C:38]([O:44][CH3:45])=[N:39][CH:40]=[C:41]([F:43])[CH:42]=6)=[CH:33][CH:34]=5)=[CH:26][N:25](S(C5C=CC=CC=5)(=O)=O)[C:22]4=[N:23][CH:24]=3)[CH:16]=[N:15]2)[CH2:10][CH2:9]1)=O)(C)(C)C.[OH-].[K+].C(O)(=O)CC(CC(O)=O)(C(O)=O)O.C(OC(N1CCC(N2C=C(C3C=C4C(CC5C(F)=NC(NCC6C(OC)=NC=C(F)C=6)=CC=5)=CNC4=NC=3)C=N2)CC1)=O)(C)(C)C.FC(F)(F)C(O)=O.C(=O)(O)[O-].[Na+]>CO.ClCCl>[F:43][C:41]1[CH:42]=[C:37]([CH2:36][NH:35][C:32]2[CH:33]=[CH:34][C:29]([CH2:28][C:27]3[C:21]4[C:22](=[N:23][CH:24]=[C:19]([C:17]5[CH:16]=[N:15][N:14]([CH:11]6[CH2:12][CH2:13][NH:8][CH2:9][CH2:10]6)[CH:18]=5)[CH:20]=4)[NH:25][CH:26]=3)=[C:30]([F:46])[N:31]=2)[C:38]([O:44][CH3:45])=[N:39][CH:40]=1 |f:1.2,6.7|. Procedure details: In a vial, 4-[4-(1-benzenesulfonyl-3-{2-fluoro-6-[(5-fluoro-2-methoxy-pyridin-3-ylmethyl)-amino]-pyridin-3-ylmethyl}-1H-pyrrolo[2,3-b]pyridin-5-yl)-pyrazol-1-yl]-piperidine-1-carboxylic acid tert-butyl ester (170, 0.137 g, 0.178 mmol) was dissolved in a solution of potassium hydroxide (0.392 g, 6.99 mmol) in 7.0 mL of methanol and the reaction was heated at 50° C. for 3 hours. Aqueous 1 M citric acid was added, then the reaction was extracted with ethyl acetate. The organic layer was washed with... The reactants are N(=[N+]=[N-])CCCC1(SC(=NN1C(C(C)C)=O)C1=C(C=CC(=C1)F)F)C1=CC=CC=C1 (1-(2-(3-azidopropyl)-5-(2,5-difluorophenyl)-2-phenyl-1,3,4-thiadiazol-3(2H)-yl)-2-methylpropan-1-one), 1, CO.Cl (MeOH—HCl). Reagents/catalysts: [Pd] (Pd/C). Run at time 45 minute. Product: NCCCC1(SC(=NN1C(C(C)C)=O)C1=C(C=CC(=C1)F)F)C1=CC=CC=C1 (1-(2-(3-(amino)propyl)-5-(2,5-difluorophenyl)-2-phenyl-1,3,4-thiadiazol-3(2H)-yl)-2-methylpropan-1-one). The yield is 109.4%. As a reaction SMILES: [N:1]([CH2:4][CH2:5][CH2:6][C:7]1([C:25]2[CH:30]=[CH:29][CH:28]=[CH:27][CH:26]=2)[N:11]([C:12](=[O:16])[CH:13]([CH3:15])[CH3:14])[N:10]=[C:9]([C:17]2[CH:22]=[C:21]([F:23])[CH:20]=[CH:19][C:18]=2[F:24])[S:8]1)=[N+]=[N-].CO.Cl>[Pd]>[NH2:1][CH2:4][CH2:5][CH2:6][C:7]1([C:25]2[CH:30]=[CH:29][CH:28]=[CH:27][CH:26]=2)[N:11]([C:12](=[O:16])[CH:13]([CH3:15])[CH3:14])[N:10]=[C:9]([C:17]2[CH:22]=[C:21]([F:23])[CH:20]=[CH:19][C:18]=2[F:24])[S:8]1 |f:1.2|. Reported procedure: 1-(2-(3-azidopropyl)-5-(2,5-difluorophenyl)-2-phenyl-1,3,4-thiadiazol-3(2H)-yl)-2-methylpropan-1-one (94 mg, 0.21 mmol) was weighed into a 25 mL 1 neck round bottom, and dissolved in 7 mL of MeOH—HCl (0.547 ml, 1.094 mmol) and Pd/C (23 mg, 0.021 mmol) were then added. The reaction was stirred at ambient temperature and under an atmosphere of H2 for 45 minutes. The reaction was then concentrated affording the desired product (92.7 mg, 96%). Product: CN1CCC(N2CCCCc3cc(Br)ccc32)C1. RXN SMILES: [Br:1][c:2]1[cH:3][c:4]2[c:5]([cH:16][cH:17]1)[N:6]([CH:11]1[CH2:12][NH:13][CH2:14][CH2:15]1)[CH2:7][CH2:8][CH2:9][CH2:10]2.[CH2:18]=[O:19].[CH3:20][C:21](=[O:22])[OH:23].[CH3:26][OH:27].[Na+:25].[OH-:24]>>[Br:1][c:2]1[cH:3][c:4]2[c:5]([cH:16][cH:17]1)[N:6]([CH:11]1[CH2:12][N:13]([CH3:20])[CH2:14][CH2:15]1)[CH2:7][CH2:8][CH2:9][CH2:10]2. Starting materials: Brc1ccc2c(c1)CCCCN2C1CCNC1, C=O, CC(=O)O, CO, [Na+], [OH-]. Starting materials: NC1=C(C(=CC=C1)Br)O (2-amino-6-bromo-phenol), CCOC(=S)[S-].[K+] (potassium ethyl xanthogenate). The solvent is CCO (EtOH). Conditions: time 6 hour. The product is BrC1=CC=CC=2N=C(OC21)S (7-Bromo-benzooxazole-2-thiol). Reaction SMILES: [NH2:1][C:2]1[CH:7]=[CH:6][CH:5]=[C:4]([Br:8])[C:3]=1[OH:9].CCO[C:13]([S-])=[S:14].[K+]>CCO>[Br:8][C:4]1[C:3]2[O:9][C:13]([SH:14])=[N:1][C:2]=2[CH:7]=[CH:6][CH:5]=1 |f:1.2|. Procedure: 5 g (26.6 mmol) 2-amino-6-bromo-phenol are dissolved in 20 ml EtOH and 6.52 g (39.9 mmol) potassium ethyl xanthogenate are added. This mixture is stirred for 6 h at reflux temperature. After cooling to room temperature, the reaction mixture is concentrated in vacuo and 50 ml water are added. With the addition of acetic acid, a pH of 5 is adjusted. The product starts to crystallize and is filtered off, washed 2× with water and dried to afford the title compound.